The task is: describe an organic reaction: reactants, conditions, products, and yield. This data is from the Open Reaction Database (ORD), a public repository of structured organic reaction records. Reactants: Cc1ccc(O)c(C(C)(C)C)c1, CCOP(=O)(Cl)OCC, C1CCOC1, [H-], [Na+]. Yields the product CCOP(=O)(OCC)Oc1ccc(C)cc1C(C)(C)C. RXN SMILES: [C:3]([CH3:4])([CH3:5])([CH3:6])[c:7]1[c:8]([OH:14])[cH:9][cH:10][c:11]([CH3:13])[cH:12]1.[CH2:15]([CH3:16])[O:17][P:18]([O:19][CH2:20][CH3:21])(=[O:22])[Cl:23].[CH2:24]1[O:25][CH2:26][CH2:27][CH2:28]1.[H-:2].[Na+:1]>>[C:3]([CH3:4])([CH3:5])([CH3:6])[c:7]1[c:8]([O:14][P:18]([O:17][CH2:15][CH3:16])([O:19][CH2:20][CH3:21])=[O:22])[cH:9][cH:10][c:11]([CH3:13])[cH:12]1. Reactants: O=C([O-])[O-], COS(=O)(=O)OC, CCOCC, CN(C)C=O, CCOC(=O)c1cn(-c2ccc(F)cc2F)c2nc(O)c(F)cc2c1=O, [K+], [K+]. The product is CCOC(=O)c1cn(-c2ccc(F)cc2F)c2nc(OC)c(F)cc2c1=O. RXN SMILES: [C:27](=[O:28])([O-:29])[O-:30].[CH3:33][O:34][S:35]([O:36][CH3:37])(=[O:38])=[O:39].[CH3:40][CH2:41][O:42][CH2:43][CH3:44].[CH3:45][N:46]([CH3:47])[CH:48]=[O:49].[F:1][c:2]1[c:3](-[n:9]2[cH:10][c:11]([C:22](=[O:23])[O:24][CH2:25][CH3:26])[c:12](=[O:21])[c:13]3[cH:14][c:15]([F:20])[c:16]([OH:19])[n:17][c:18]23)[cH:4][cH:5][c:6]([F:8])[cH:7]1.[K+:31].[K+:32]>>[F:1][c:2]1[c:3](-[n:9]2[cH:10][c:11]([C:22](=[O:23])[O:24][CH2:25][CH3:26])[c:12](=[O:21])[c:13]3[cH:14][c:15]([F:20])[c:16]([O:19][CH3:27])[n:17][c:18]23)[cH:4][cH:5][c:6]([F:8])[cH:7]1. Reactants: CC(C)C[AlH]CC(C)C (DIBAL), C(#N)C=1OC2=C(C1)C=CC=C2OC (2-Cyano-7-methoxybenzofuran), CO (Methanol), Cl (hydrochloric acid). Solvent: C1(=CC=CC=C1)C (toluene), ClCCl (dichloromethane). Conditions: time 1 hour. The product is COC1=CC=CC=2C=C(OC21)C=O (7-Methoxybenzofuran-2-carbaldehyde). RXN SMILES: [C:1]([C:3]1[O:4][C:5]2[C:11]([O:12][CH3:13])=[CH:10][CH:9]=[CH:8][C:6]=2[CH:7]=1)#N.CC(C[AlH]CC(C)C)C.C[OH:24].Cl>ClCCl.C1(C)C=CC=CC=1>[CH3:13][O:12][C:11]1[C:5]2[O:4][C:3]([CH:1]=[O:24])=[CH:7][C:6]=2[CH:8]=[CH:9][CH:10]=1. Reported procedure: 2-Cyano-7-methoxybenzofuran (0.736 g) was dissolved in dichloromethane (10 ml), and a 1.02N DIBAL solution (5.4 ml) in toluene was added thereto at −4 to −30° C., followed by stirring for one hour. Methanol and dilute hydrochloric acid were added to the mixture, and the solvent was distilled off. The obtained residue was purified by column chromatography (hexane/ethyl acetate=10/1) to give Compound IIad-a (0.371 g, 50%) as an oily substance. As a reaction SMILES: [CH2:20]=[O:21].[CH3:1][c:2]1[cH:3][c:4]([CH:10]2[CH2:11][C:12]([CH3:18])([CH3:19])[NH:13][C:14]([CH3:16])([CH3:17])[CH2:15]2)[cH:5][c:6]([CH3:9])[c:7]1[OH:8].[CH:22]([OH:23])=[O:24]>>[CH3:1][c:2]1[cH:3][c:4]([CH:10]2[CH2:11][C:12]([CH3:18])([CH3:19])[N:13]([CH3:20])[C:14]([CH3:16])([CH3:17])[CH2:15]2)[cH:5][c:6]([CH3:9])[c:7]1[OH:8]. Starting materials: C=O, Cc1cc(C2CC(C)(C)NC(C)(C)C2)cc(C)c1O, O=CO. Product: Cc1cc(C2CC(C)(C)N(C)C(C)(C)C2)cc(C)c1O.